From a dataset of the Open Reaction Database (ORD), a public repository of structured organic reaction records. describe an organic reaction: reactants, conditions, products, and yield Starting materials: CC(C)c1cc(Oc2c(Br)cc([N+](=O)[O-])cc2Br)ccc1O, O=C([O-])O, C1CCOC1, CCOC(C)=O, Cl, [Na+], [Na+], [Na+], O, O=S([O-])S(=O)[O-]. Product: CC(C)c1cc(Oc2c(Br)cc(N)cc2Br)ccc1O. As a reaction SMILES: [Br:1][c:2]1[c:3]([O:4][c:5]2[cH:6][c:7]([CH:12]([CH3:13])[CH3:14])[c:8]([OH:11])[cH:9][cH:10]2)[c:15]([Br:22])[cH:16][c:17]([N+:19]([O-:20])=[O:21])[cH:18]1.[C:32](=[O:33])([OH:34])[O-:35].[CH2:37]1[O:38][CH2:39][CH2:40][CH2:41]1.[CH3:43][CH2:44][O:45][C:46](=[O:47])[CH3:48].[ClH:31].[Na+:29].[Na+:30].[Na+:36].[OH2:42].[S:23]([S:24]([O-:25])=[O:26])([O-:27])=[O:28]>>[Br:1][c:2]1[c:3]([O:4][c:5]2[cH:6][c:7]([CH:12]([CH3:13])[CH3:14])[c:8]([OH:11])[cH:9][cH:10]2)[c:15]([Br:22])[cH:16][c:17]([NH2:19])[cH:18]1. Reactants: P(Br)(Br)Br (phosphorus tribromide), FC(C1=C(C=NC=C1)CO)(F)F ((4-trifluoromethylpyridin-3-yl)-methanol), O (water). The solvent is C(C)OCC (diethyl ether). Run at time 12 hour. Yields the product BrCC=1C=NC=CC1C(F)(F)F (3-bromomethyl-4-trifluoromethylpyridine). Isolated yield 74.7%. RXN SMILES: [F:1][C:2]([F:12])([F:11])[C:3]1[CH:8]=[CH:7][N:6]=[CH:5][C:4]=1[CH2:9]O.P(Br)(Br)[Br:14].O>C(OCC)C>[Br:14][CH2:9][C:4]1[CH:5]=[N:6][CH:7]=[CH:8][C:3]=1[C:2]([F:12])([F:11])[F:1]. Procedure: A solution of 0.6 g (3.4 mmoles) of (4-trifluoromethylpyridin-3-yl)-methanol dissolved in 50 ml of diethyl ether was cooed to −30° C. Thereto was added 1.4 g (5.2 mmoles) of phosphorus tribromide. The mixture was stirred at room temperature for 12 hours to give rise to a reaction. After confirmation of the completion of the reaction, the reaction mixture was poured into water, followed by extraction with ethyl acetate. The resulting organic layer was washed with water and an aqueous sodium chlor...